From a dataset of the Open Reaction Database (ORD), a public repository of structured organic reaction records. describe an organic reaction: reactants, conditions, products, and yield Reactants: ClC1=CC(=NC2=C1N=C(N=C2C2=CC(=CC=C2)O)N2CCOCC2)C(=O)O (8-Chloro-4-(3-hydroxyphenyl)-2-morpholin-4-ylpyrido[3,2-d]pyrimidine-6-carboxylic acid), NCCO (2-amino ethanol). Run in CCN(C(C)C)C(C)C (DIEA), O (water). Yields the product OCCNC1=CC(=NC2=C1N=C(N=C2C2=CC(=CC=C2)O)N2CCOCC2)C(=O)O (8-(2-Hydroxy-ethylamino)-4-(3-hydroxy-phenyl)-2-morpholin-4-yl-pyrido[3,2-d]pyrimidine-6-carboxylic acid). Reaction SMILES: Cl[C:2]1[C:7]2[N:8]=[C:9]([N:19]3[CH2:24][CH2:23][O:22][CH2:21][CH2:20]3)[N:10]=[C:11]([C:12]3[CH:17]=[CH:16][CH:15]=[C:14]([OH:18])[CH:13]=3)[C:6]=2[N:5]=[C:4]([C:25]([OH:27])=[O:26])[CH:3]=1.[NH2:28][CH2:29][CH2:30][OH:31]>CCN(C(C)C)C(C)C.O>[OH:31][CH2:30][CH2:29][NH:28][C:2]1[C:7]2[N:8]=[C:9]([N:19]3[CH2:24][CH2:23][O:22][CH2:21][CH2:20]3)[N:10]=[C:11]([C:12]3[CH:17]=[CH:16][CH:15]=[C:14]([OH:18])[CH:13]=3)[C:6]=2[N:5]=[C:4]([C:25]([OH:27])=[O:26])[CH:3]=1. Procedure: A mixture of Example 9 (0.1 g, 0.25 mmol) and 2-amino ethanol (24 mg, 0.38 mmol) in DIEA (1 mL) and water (0.5 mL) was stirred at 170° C. for 2 hours. The two phases were separated and the aqueous layer concentrated in vacuo. Purification by column chromatography (increasing amount of MeOH in DCM) followed by washing with Et2O afforded the title compound as a yellow solid. Reactants: [N+](=O)([O-])C1=C(C#N)C=CC(=C1)OC (2-nitro-4-methoxybenzonitrile), C(C)(=O)O (acetic acid), S(O)(O)(=O)=O (sulfuric acid). Solvent: O (water), O (water). Product: [N+](=O)([O-])C1=C(C(=O)O)C=CC(=C1)OC (2-Nitro-4-methoxybenzoic acid). Isolated yield 91.8%. RXN SMILES: [N+:1]([C:4]1[CH:11]=[C:10]([O:12][CH3:13])[CH:9]=[CH:8]C=1C#N)([O-:3])=[O:2].[C:14]([OH:17])(=[O:16])[CH3:15].S(=O)(=O)(O)O>O>[N+:1]([C:4]1[CH:11]=[C:10]([O:12][CH3:13])[CH:9]=[CH:8][C:15]=1[C:14]([OH:17])=[O:16])([O-:3])=[O:2]. Reported procedure: A mixture of 2-nitro-4-methoxybenzonitrile (14.0 g, 78.6 mM) in a solution of acetic acid (28 mL), sulfuric acid (28 mL) and water (28 mL) was refluxed for 11 hr, allowed to cool and diluted with water (200 mL). The resulting precipitate which formed was collected, washed with water and dried to give the title benzoic acid (14.2 g, 91.8%) as a yellow crystalline solid; MS(CI): 198 (M+H). Reactants: CCN=C=NCCCN(C)C (EDCI), CN1N=C(C2=CC(=CC=C12)C(F)(F)F)NCC(=O)NC1CN(C1)C1CCC(CC1)C(=O)O (4-{3-[2-(1-Methyl-5-trifluoromethyl-1H-indazol-3-ylamino)-acetylamino]-azetidin-1-yl}-cyclohexane carboxylic acid), NCCO (2-aminoethanol). Yields the product OCCNC(=O)C1CCC(CC1)N1CC(C1)NC(CNC1=NN(C2=CC=C(C=C12)C(F)(F)F)C)=O (4-{3-[2-(1-Methyl-5-trifluoromethyl-1H-indazol-3-ylamino)-acetylamino]-azetidin-1-yl}-cyclohexane carboxylic acid (2-hydroxy-ethyl)-amide). RXN SMILES: CCN=C=NCCCN(C)C.[CH3:12][N:13]1[C:21]2[C:16](=[CH:17][C:18]([C:22]([F:25])([F:24])[F:23])=[CH:19][CH:20]=2)[C:15]([NH:26][CH2:27][C:28]([NH:30][CH:31]2[CH2:34][N:33]([CH:35]3[CH2:40][CH2:39][CH:38]([C:41]([OH:43])=O)[CH2:37][CH2:36]3)[CH2:32]2)=[O:29])=[N:14]1.[NH2:44][CH2:45][CH2:46][OH:47]>>[OH:47][CH2:46][CH2:45][NH:44][C:41]([CH:38]1[CH2:39][CH2:40][CH:35]([N:33]2[CH2:34][CH:31]([NH:30][C:28](=[O:29])[CH2:27][NH:26][C:15]3[C:16]4[C:21](=[CH:20][CH:19]=[C:18]([C:22]([F:23])([F:24])[F:25])[CH:17]=4)[N:13]([CH3:12])[N:14]=3)[CH2:32]2)[CH2:36][CH2:37]1)=[O:43]. Procedure details: The title compound was prepared from EDCI coupling of 4-{3-[2-(1-methyl-5-trifluoromethyl-1H-indazol-3-ylamino)-acetylamino]-azetidin-1-yl}-cyclohexanecarboxylic acid (as prepared in Example 39, Step A) and 2-aminoethanol using the procedure described in Example 39. The reactants are CC(C)(C)NN, CN=C=O, ClC(Cl)Cl, Cl, [K+], C1CCOC1, [OH-]. The product is CNC(=O)N(N)C(C)(C)C. Reaction SMILES: [C:2]([CH3:3])([CH3:4])([CH3:5])[NH:6][NH2:7].[CH3:10][N:11]=[C:12]=[O:13].[CH:19]([Cl:20])([Cl:21])[Cl:22].[ClH:1].[K+:9].[O:14]1[CH2:15][CH2:16][CH2:17][CH2:18]1.[OH-:8]>>[C:2]([CH3:3])([CH3:4])([CH3:5])[N:6]([NH2:7])[C:12]([NH:11][CH3:10])=[O:13]. The reactants are O=[N+]([O-])c1cc(O)c(C2CCCC2)cc1Br, O=C([O-])[O-], BrCc1ccccc1, [Cs+], [Cs+], CN(C)C=O, O. Product: O=[N+]([O-])c1cc(OCc2ccccc2)c(C2CCCC2)cc1Br. RXN SMILES: [Br:1][c:2]1[cH:3][c:4]([CH:12]2[CH2:13][CH2:14][CH2:15][CH2:16]2)[c:5]([OH:11])[cH:6][c:7]1[N+:8](=[O:9])[O-:10].[C:17](=[O:18])([O-:19])[O-:20].[CH2:23]([c:24]1[cH:25][cH:26][cH:27][cH:28][cH:29]1)[Br:30].[Cs+:21].[Cs+:22].[O:31]=[CH:32][N:33]([CH3:34])[CH3:35].[OH2:36]>>[Br:1][c:2]1[cH:3][c:4]([CH:12]2[CH2:13][CH2:14][CH2:15][CH2:16]2)[c:5]([O:11][CH2:23][c:24]2[cH:25][cH:26][cH:27][cH:28][cH:29]2)[cH:6][c:7]1[N+:8](=[O:9])[O-:10]. The reactants are Brc1cccnc1 (bromide 22), Oc1ccccc1 (phenol S10). Reagents/catalysts: C1CCC2=NCCCN2CC1 (DBU 24), CS(=O)(=O)O[Pd]1(<-P(C2=CC=CC=C2)(C2=CC=CC=C2)C2=C(C3=C(P(C4=CC=CC=C4)C4=CC=CC=C4)C=CC4=C3C=CC=C4)C3=C(C=CC=C3)C=C2)<-NC2=C(C=CC=C2)C2=CC=CC=C21 (BINAP Pd G3 30). The solvent is CS(C)=O (DMSO), CS(C)=O (DMSO), CS(C)=O (DMSO), CS(C)=O (DMSO). Run at time 22 hour. Product: c1ccc(Oc2cccnc2)cc1, Brc1cccnc1, Oc1ccccc1, c1ccc(-c2ccccc2)cc1 (biphenyl). Procedure details: The Mosquito was used to combine the source plate solutions by multi-aspiration of 250 nL of each of the four reaction components and then to dose the resulting reaction mixture (1 uL) into a 1536-well plate